From a dataset of the Open Reaction Database (ORD), a public repository of structured organic reaction records. describe an organic reaction: reactants, conditions, products, and yield Reactants: C(C)(=O)O (acetic acid), N1CCCC1 (pyrrolidine), NC=1C(=C2CC(C(C2=CC1F)=O)(CCC(C)=O)CCCC)Cl (5-amino-2-butyl-4-chloro-6-fluoro-2-(3-oxobutyl)-1-indanone). Run in C1(=CC=CC=C1)C (toluene). Conditions: temperature 90 celsius. The product is NC1=C(C=C2C3=CC(CCC3(CC2=C1Cl)CCCC)=O)F (7-amino-9a-butyl-8-chloro-6-fluoro-1,2,9,9a-tetrahydro-3H-fluoren-3-one). The yield is 82.8%. RXN SMILES: [NH2:1][C:2]1[C:3]([Cl:22])=[C:4]2[C:8](=[CH:9][C:10]=1[F:11])[C:7](=O)[C:6]([CH2:18][CH2:19][CH2:20][CH3:21])([CH2:13][CH2:14][C:15](=[O:17])[CH3:16])[CH2:5]2.C(O)(=O)C.N1CCCC1>C1(C)C=CC=CC=1>[NH2:1][C:2]1[C:3]([Cl:22])=[C:4]2[C:8]([C:7]3[C:6]([CH2:18][CH2:19][CH2:20][CH3:21])([CH2:5]2)[CH2:13][CH2:14][C:15](=[O:17])[CH:16]=3)=[CH:9][C:10]=1[F:11]. Reported procedure: The crude diketone from step 7 (approx. 10.6 mmol) was dissolved in toluene (106 mL) and treated with acetic acid (0.606 mL, 10.6 mmol) and pyrrolidine (0.883 mL, 10.6 mmol). The resulting solution was stirred and heated in an oil bath at 90° C. for 3.5 hours. After cooling to room temperature, the mixture was filtered through a pad of silica gel and the product washed off with EtOAc. The filtrate and washings were concentrated under vacuum. The residue was purified by flash chromatography on a ... Starting materials: [N+](=O)([O-])C1=CC=C(COC(=O)N2[C@@H](C[C@@H](C2)SC(C2=CC=CC=C2)(C2=CC=CC=C2)C2=CC=CC=C2)CNS(=O)(=O)NC(=O)OC(C)(C)C)C=C1 ((2S,4S)-1-p-nitrobenzyloxycarbonyl-2-t-butoxycarbonylaminosulfonylaminomethyl-4-tritylthiopyrrolidine), C1(=CC=CC=C1)OC (anisole), FC(C(=O)O)(F)F (trifluoroacetic acid). Run in ClCCl (dichloromethane), C(C)(=O)OCC (ethyl acetate), ice water. Run at time 2 hour. The product is [N+](=O)([O-])C1=CC=C(COC(=O)N2[C@@H](C[C@@H](C2)SC(C2=CC=CC=C2)(C2=CC=CC=C2)C2=CC=CC=C2)CNS(N)(=O)=O)C=C1 ((2S,4S)-1-p-nitrobenzyloxycarbonyl-2-sulfamoylaminomethyl-4-tritylthiopyrrolidine). Isolated yield 110.6%. RXN SMILES: [N+:1]([C:4]1[CH:51]=[CH:50][C:7]([CH2:8][O:9][C:10]([N:12]2[CH2:16][C@@H:15]([S:17][C:18]([C:31]3[CH:36]=[CH:35][CH:34]=[CH:33][CH:32]=3)([C:25]3[CH:30]=[CH:29][CH:28]=[CH:27][CH:26]=3)[C:19]3[CH:24]=[CH:23][CH:22]=[CH:21][CH:20]=3)[CH2:14][C@H:13]2[CH2:37][NH:38][S:39]([NH:42]C(OC(C)(C)C)=O)(=[O:41])=[O:40])=[O:11])=[CH:6][CH:5]=1)([O-:3])=[O:2].C1(OC)C=CC=CC=1.FC(F)(F)C(O)=O>ClCCl.C(OCC)(=O)C>[N+:1]([C:4]1[CH:51]=[CH:50][C:7]([CH2:8][O:9][C:10]([N:12]2[CH2:16][C@@H:15]([S:17][C:18]([C:19]3[CH:20]=[CH:21][CH:22]=[CH:23][CH:24]=3)([C:25]3[CH:30]=[CH:29][CH:28]=[CH:27][CH:26]=3)[C:31]3[CH:32]=[CH:33][CH:34]=[CH:35][CH:36]=3)[CH2:14][C@H:13]2[CH2:37][NH:38][S:39](=[O:40])(=[O:41])[NH2:42])=[O:11])=[CH:6][CH:5]=1)([O-:3])=[O:2]. Procedure: To a solution of (2S,4S)-1-p-nitrobenzyloxycarbonyl-2-t-butoxycarbonylaminosulfonylaminomethyl-4-tritylthiopyrrolidine (1.46 g: 2 mmole) in dichloromethane (5 ml) under ice cooling, anisole (2.4 ml) and trifluoroacetic acid (3.9 ml) are added. The mixture is stirred at room temperature for 2 hours. The reaction mixture is diluted with ethyl acetate and ice water and extracted with ethyl acetate. The extract is successively washed with water and saturated brine, dried over magnesium sulfate, and ... Starting materials: CC(C)(C)c1cc(C=O)cc(C(C)(C)C)c1O, COC(=O)[O-], COC(=O)[O-], Cl, [Mg+2], O=C1CCCN1, CN(C)C=O. Product: CC(C)(C)c1cc(C=C2CCNC2=O)cc(C(C)(C)C)c1O. RXN SMILES: [C:19]([CH3:20])([CH3:21])([CH3:22])[c:23]1[cH:24][c:25]([CH:26]=[O:27])[cH:28][c:29]([C:32]([CH3:33])([CH3:34])[CH3:35])[c:30]1[OH:31].[C:7](=[O:8])([O-:9])[O:10][CH3:11].[CH3:13][O:14][C:15](=[O:16])[O-:17].[ClH:18].[Mg+2:12].[NH:1]1[C:2](=[O:6])[CH2:3][CH2:4][CH2:5]1.[O:36]=[CH:37][N:38]([CH3:39])[CH3:40]>>[NH:1]1[C:2](=[O:6])[C:3](=[CH:26][c:25]2[cH:24][c:23]([C:19]([CH3:20])([CH3:21])[CH3:22])[c:30]([OH:31])[c:29]([C:32]([CH3:33])([CH3:34])[CH3:35])[cH:28]2)[CH2:4][CH2:5]1.